Dataset: the Open Reaction Database (ORD), a public repository of structured organic reaction records. Task: describe an organic reaction: reactants, conditions, products, and yield The reactants are C(C=CC)Br (crotyl bromide), [H-].[Na+] (NaH), oil, [N+](=O)([O-])C=1C=C(C=CC1)C(CC(=O)OCC)=O (ethyl 3-nitro-β-oxobenzenepropanoate), CCCCCC (Hexane). Run in C1CCOC1 (THF), C1CCOC1 (THF). Reaction conditions: time 30 minute. Product: C(C=CC)C(C(=O)OCC)C(C1=CC(=CC=C1)[N+](=O)[O-])=O (ethyl α-(2-butenyl)-3-nitro-β-oxobenzenepropanoate). Isolated yield 74.8%. Reaction SMILES: [H-].[Na+].[N+:3]([C:6]1[CH:7]=[C:8]([C:12](=[O:19])[CH2:13][C:14]([O:16][CH2:17][CH3:18])=[O:15])[CH:9]=[CH:10][CH:11]=1)([O-:5])=[O:4].[CH2:20](Br)[CH:21]=[CH:22][CH3:23].CCCCCC>C1COCC1>[CH2:20]([CH:13]([C:12](=[O:19])[C:8]1[CH:9]=[CH:10][CH:11]=[C:6]([N+:3]([O-:5])=[O:4])[CH:7]=1)[C:14]([O:16][CH2:17][CH3:18])=[O:15])[CH:21]=[CH:22][CH3:23] |f:0.1|. Reported procedure: A 60% dispersion of NaH in mineral oil (917 mg, 22.9 mmol) was added over 20 min to a solution of ethyl 3-nitro-β-oxobenzenepropanoate (5.00 g, 21.1 mmol) in THF (50 mL) at such a rate to maintain a gentle reflux. The mixture was stirred at 25° for 30 min and a solution of crotyl bromide (2.95 g, 21.9 mmol) in THF (15 mL) was added over 50 min. The reaction mixture was stirred at 25° for 45 min and then heated at reflux for 16 h. Hexane (100 mL) was added to the cooled mixture. The resulting sus... Reactants: ClC1=CC(NC(N1CC1=C(C#N)C=CC=C1)=O)=O (2-(6-Chloro-2,4-dioxo-3,4-dihydro-2H-pyrimidin-1-ylmethyl)-benzonitrile), [H-].[Na+] (NaH), C(C)Br (ethyl bromide), crude product, C(=O)(O)[O-].[Na+] (NaHCO3), C(CN)N (ethane-1,2-diamine). The solvent is C1CCOC1.CS(=O)C (THF DMSO), CO (MeOH). Yields the product NCCNC1=CC(N(C(N1CC1=C(C#N)C=CC=C1)=O)CC)=O (2-[6-(2-Amino-ethylamino)-3-ethyl-2,4-dioxo-3,4-dihydro-2H-pyrimidin-1-ylmethyl]-benzonitrile). Reaction SMILES: Cl[C:2]1[N:7]([CH2:8][C:9]2[CH:16]=[CH:15][CH:14]=[CH:13][C:10]=2[C:11]#[N:12])[C:6](=[O:17])[NH:5][C:4](=[O:18])[CH:3]=1.[H-].[Na+].[CH2:21](Br)[CH3:22].C([O-])(O)=O.[Na+].[CH2:29]([NH2:32])[CH2:30][NH2:31]>C1COCC1.CS(C)=O.CO>[NH2:31][CH2:30][CH2:29][NH:32][C:2]1[N:7]([CH2:8][C:9]2[CH:16]=[CH:15][CH:14]=[CH:13][C:10]=2[C:11]#[N:12])[C:6](=[O:17])[N:5]([CH2:21][CH3:22])[C:4](=[O:18])[CH:3]=1 |f:1.2,4.5,7.8|. Procedure details: Compound 2 (150 mg, 0.57 mmol) in THF-DMSO (6:1, 4 mL) was treated with 60% NaH (26 mg, 0.65 mmol), followed by adding ethyl bromide (300 uL). In a sealed tube, ˜20% crude product in dry MeOH (3 mL) was treated NaHCO3 and ethane-1,2-diamine (200 μL) at 120° C. for 2 h, and purified by LC-MS to give the title compound 16. 1H-NMR (400 MHz, CDCl3-CD3OD 10:1) δ 7.70 (d, J=7.8 Hz, 1H), 7.58 (t, J=7.7 Hz, 1H), 7.40 (t, J=7.4 Hz, 1H), 7.12 (d, J=8.1 Hz, 1H), 5.37 (s, 2H), 3.95 (q, J=6.8 Hz, 2H), 3.45 (... Starting materials: C([O-])([O-])=O.[Na+].[Na+] (sodium carbonate), COC1=C(C=CC(=C1)OC)B(O)O (2,4-dimethoxyphenylboronic acid), tetrakis-(triphenylphosphine)palladium, FC(S(=O)(=O)OC1=NC=C(C=C1)N(CCN(C)C=1C=CC(=NC1)OS(=O)(=O)C(F)(F)F)C)(F)F (N,N′-bis(2-trifluoromethanesulfonyloxy-5-pyridyl)-N,N′-dimethylethylenediamine). Solvent: ethanol-toluene, [Cl-].[Na+].O (brine). Conditions: temperature 80 celsius, time 2 hour. The product is COC1=C(C=CC(=C1)OC)C1=NC=C(C=C1)N(CCN(C)C=1C=CC(=NC1)C1=C(C=C(C=C1)OC)OC)C (N,N′-bis[2-(2,4-dimethoxyphenyl)-5-pyridyl]-N,N′-dimethylethylenediamine). RXN SMILES: FC(F)(F)S(O[C:7]1[CH:12]=[CH:11][C:10]([N:13]([CH3:32])[CH2:14][CH2:15][N:16]([C:18]2[CH:19]=[CH:20][C:21](OS(C(F)(F)F)(=O)=O)=[N:22][CH:23]=2)[CH3:17])=[CH:9][N:8]=1)(=O)=O.[CH3:35][O:36][C:37]1[CH:42]=[C:41]([O:43][CH3:44])[CH:40]=[CH:39][C:38]=1B(O)O.[C:48](=[O:51])([O-])[O-].[Na+].[Na+]>[Cl-].[Na+].O>[CH3:35][O:36][C:37]1[CH:42]=[C:41]([O:43][CH3:44])[CH:40]=[CH:39][C:38]=1[C:7]1[CH:12]=[CH:11][C:10]([N:13]([CH3:32])[CH2:14][CH2:15][N:16]([C:18]2[CH:19]=[CH:20][C:21]([C:40]3[CH:41]=[CH:42][C:37]([O:36][CH3:35])=[CH:38][C:39]=3[O:51][CH3:48])=[N:22][CH:23]=2)[CH3:17])=[CH:9][N:8]=1 |f:2.3.4,5.6.7|. Reported procedure: To a solution of N,N′-bis(2-trifluoromethanesulfonyloxy-5-pyridyl)-N,N′-dimethylethylenediamine (108.0 mg, 0.200 mmol) synthesized in Reference Example 1 in ethanol-toluene (1:6, 3.5 mL) were added 2,4-dimethoxyphenylboronic acid (108.0 mg, 0.200 mmol), tetrakis-(triphenylphosphine)palladium (46.0 mg, 0.040 mmol) and a 2.0 M aqueous sodium carbonate solution (0.20 mL, 0.40 mmol). After stirring at 80° C. for 2 hours, brine was added, and the mixture was extracted with chloroform. The organic lay... The reactants are COC(=O)N[C@@H](C(C1=CC=CC=C1)C1=CC=CC=C1)C(=O)NC1=C(C=CC=C1)CC[C@@H]1CN[C@@H](CO1)CN1N=NC(=C1)[Si](C)(C)C (Nα-(methoxycarbonyl)-β-phenyl-N-(2-{2-[(2R,5R)-5-{[4-(trimethylsilyl)-1H-1,2,3-triazol-1-yl]methyl}morpholin-2-yl]ethyl}phenyl)-L-phenylalaninamide), CCCC[N+](CCCC)(CCCC)CCCC.[F-] (TBAF). Run in O1CCCC1 (tetrahydrofuran). Reaction conditions: temperature 50 celsius. The product is COC(=O)N[C@@H](C(C1=CC=CC=C1)C1=CC=CC=C1)C(=O)NC1=C(C=CC=C1)CC[C@@H]1CN[C@@H](CO1)CN1N=NC=C1 (Nα-(methoxycarbonyl)-β-phenyl-N-(2-{2-[(2R,5R)-5-(1H-1,2,3-triazol-1-ylmethyl)morpholin-2-yl]ethyl}phenyl)-L-phenylalaninamide). RXN SMILES: [CH3:1][O:2][C:3]([NH:5][C@H:6]([C:20]([NH:22][C:23]1[CH:28]=[CH:27][CH:26]=[CH:25][C:24]=1[CH2:29][CH2:30][C@H:31]1[O:36][CH2:35][C@@H:34]([CH2:37][N:38]2[CH:42]=[C:41]([Si](C)(C)C)[N:40]=[N:39]2)[NH:33][CH2:32]1)=[O:21])[CH:7]([C:14]1[CH:19]=[CH:18][CH:17]=[CH:16][CH:15]=1)[C:8]1[CH:13]=[CH:12][CH:11]=[CH:10][CH:9]=1)=[O:4].CCCC[N+](CCCC)(CCCC)CCCC.[F-]>O1CCCC1>[CH3:1][O:2][C:3]([NH:5][C@H:6]([C:20]([NH:22][C:23]1[CH:28]=[CH:27][CH:26]=[CH:25][C:24]=1[CH2:29][CH2:30][C@H:31]1[O:36][CH2:35][C@@H:34]([CH2:37][N:38]2[CH:42]=[CH:41][N:40]=[N:39]2)[NH:33][CH2:32]1)=[O:21])[CH:7]([C:14]1[CH:15]=[CH:16][CH:17]=[CH:18][CH:19]=1)[C:8]1[CH:13]=[CH:12][CH:11]=[CH:10][CH:9]=1)=[O:4] |f:1.2|. Procedure details: To a solution of Nα-(methoxycarbonyl)-β-phenyl-N-(2-{2-[(2R,5R)-5-{[4-(trimethylsilyl)-1H-1,2,3-triazol-1-yl]methyl}morpholin-2-yl]ethyl}phenyl)-L-phenylalaninamide (1 eq.) in tetrahydrofuran (0.03M) was added TBAF (2.7 eq.). The reaction mixture was then heated to 50° C. for 16 hrs. The reaction mixture was quenched with aqueous saturated sodium bicarbonate. The aqueous layer was extracted with CH2Cl2 and the combined organic layers were dried over Na2SO4, filtered and concentrated. The evapora... The reactants are CCO, Cl, OC1(c2ccccc2)CCN(CCCCn2cnc3ccccc32)CC1. As a reaction SMILES: [CH3:28][CH2:29][OH:30].[ClH:27].[OH:1][C:2]1([c:21]2[cH:22][cH:23][cH:24][cH:25][cH:26]2)[CH2:3][CH2:4][N:5]([CH2:8][CH2:9][CH2:10][CH2:11][n:12]2[cH:13][n:14][c:15]3[c:16]2[cH:17][cH:18][cH:19][cH:20]3)[CH2:6][CH2:7]1>>[C:2]1([c:21]2[cH:22][cH:23][cH:24][cH:25][cH:26]2)=[CH:3][CH2:4][N:5]([CH2:8][CH2:9][CH2:10][CH2:11][n:12]2[cH:13][n:14][c:15]3[c:16]2[cH:17][cH:18][cH:19][cH:20]3)[CH2:6][CH2:7]1. Yields the product C1=C(c2ccccc2)CCN(CCCCn2cnc3ccccc32)C1. Starting materials: C(C)OC(C(C)(C)OC1=CC=C(C=C1)Cl)=O (2-(4-chlorophenoxy)isobutyric acid ethyl ester), [Li+].[OH-] (LiOH), Cl (HCl). The solvent is C1CCOC1 (THF). Conditions: time 8 hour. Product: ClC1=CC=C(OC(C(=O)O)(C)C)C=C1 (2-(4-Chloro-phenoxy)-2-methyl-propionic acid). Reaction SMILES: C([O:3][C:4](=[O:16])[C:5]([O:8][C:9]1[CH:14]=[CH:13][C:12]([Cl:15])=[CH:11][CH:10]=1)([CH3:7])[CH3:6])C.[Li+].[OH-].Cl>C1COCC1>[Cl:15][C:12]1[CH:11]=[CH:10][C:9]([O:8][C:5]([CH3:7])([CH3:6])[C:4]([OH:16])=[O:3])=[CH:14][CH:13]=1 |f:1.2|. Procedure: A solution of 2-(4-chlorophenoxy)isobutyric acid ethyl ester (1.0 g, 4.12 mmol) in THF (10 mL) was treated with 1N aqueous LiOH (10 mL) and stirred overnight at room temperature. The mixture was acidified with 1N aqueous HCl to pH 3-4 and extracted three times with EtOAc. The combined organic layers were dried and concentrated to give the title compound. The reactants are Nc1nc(Cl)nc(Cl)n1, [Na+], [OH-], O. The product is Nc1nc(O)nc(Cl)n1. As a reaction SMILES: [NH2:1][c:2]1[n:3][c:4]([Cl:9])[n:5][c:6]([Cl:8])[n:7]1.[Na+:11].[OH-:10].[OH2:12]>>[NH2:1][c:2]1[n:3][c:4]([OH:10])[n:5][c:6]([Cl:8])[n:7]1. Reactants: O=[N+]([O-])c1cc(Br)ccc1F, CC(C)N, CO, ClCCl, O. Yields the product CC(C)Nc1ccc(Br)cc1[N+](=O)[O-]. Reaction SMILES: [Br:1][c:2]1[cH:3][c:4]([N+:9](=[O:10])[O-:11])[c:5]([F:8])[cH:6][cH:7]1.[CH3:12][CH:13]([CH3:14])[NH2:15].[CH3:16][OH:17].[Cl:18][CH2:19][Cl:20].[OH2:21]>>[Br:1][c:2]1[cH:3][c:4]([N+:9](=[O:10])[O-:11])[c:5]([NH:15][CH:13]([CH3:12])[CH3:14])[cH:6][cH:7]1.